This data is from the Open Reaction Database (ORD), a public repository of structured organic reaction records. The task is: describe an organic reaction: reactants, conditions, products, and yield Reactants: BrCC1OCCO1, O=C([O-])[O-], COc1cnc2ccc(=O)[nH]c2n1, CN(C)C=O, CCOC(C)=O, [K+], [K+], O. The product is COc1cnc2ccc(=O)n(CC3OCCO3)c2n1. RXN SMILES: [Br:20][CH2:21][CH:22]1[O:23][CH2:24][CH2:25][O:26]1.[C:14](=[O:15])([O-:16])[O-:17].[CH3:1][O:2][c:3]1[cH:4][n:5][c:6]2[c:7]([n:8]1)[nH:9][c:10](=[O:13])[cH:11][cH:12]2.[CH3:28][N:29]([CH3:30])[CH:31]=[O:32].[CH3:33][CH2:34][O:35][C:36](=[O:37])[CH3:38].[K+:18].[K+:19].[OH2:27]>>[CH3:1][O:2][c:3]1[cH:4][n:5][c:6]2[c:7]([n:8]1)[n:9]([CH2:21][CH:22]1[O:23][CH2:24][CH2:25][O:26]1)[c:10](=[O:13])[cH:11][cH:12]2.